This data is from the Open Reaction Database (ORD), a public repository of structured organic reaction records. The task is: describe an organic reaction: reactants, conditions, products, and yield Reactants: C([O-])([O-])=O.[K+].[K+] (potassium carbonate), Cl (hydrochloric acid), FC1=C(C=C(C=C1)F)[N+](=O)[O-] (2,5-difluoronitrobenzene), ClC1=CC=C(CN)C=C1 (4-chlorobenzylamine). The solvent is O (water), O1CCCC1 (tetrahydrofuran). Reaction SMILES: F[C:2]1[CH:7]=[CH:6][C:5]([F:8])=[CH:4][C:3]=1[N+:9]([O-:11])=[O:10].[Cl:12][C:13]1[CH:20]=[CH:19][C:16]([CH2:17][NH2:18])=[CH:15][CH:14]=1.C(=O)([O-])[O-:22].[K+].[K+].Cl>O1CCCC1.O>[CH:13]([O:22][CH:7]([CH3:6])[CH3:2])([CH3:20])[CH3:14].[Cl:12][C:13]1[CH:20]=[CH:19][C:16]([CH2:17][NH:18][C:2]2[CH:7]=[CH:6][C:5]([F:8])=[CH:4][C:3]=2[N+:9]([O-:11])=[O:10])=[CH:15][CH:14]=1 |f:2.3.4|. The product is C(C)(C)OC(C)C (isopropyl ether), ClC1=CC=C(C=C1)CNC1=C(C=C(C=C1)F)[N+](=O)[O-] (2-(4-chlorophenylmethylamino)-5-fluoronitrobenzene). Yield: 158.3%. Procedure: 30 g of 2,5-difluoronitrobenzene and 26.7 g of 4-chlorobenzylamine are dissolved in 300 ml of tetrahydrofuran. 40 g of potassium carbonate are added to this solution and the mixture is refluxed for 8 hours. After cooling, the reaction mixture is added to 1.7 l of water and 50 ml of concentrated hydrochloric acid. The crystals obtained are filtered off and washed with water and then with isopropyl ether to give 41.9 g of 2-(4-chlorophenylmethylamino)-5-fluoronitrobenzene in the form of crystals m... Reactants: O1CCOC12CN(CC2)[C@@H]2[C@H](CCCC2)O ((1S,2S)-2-(1,4-dioxa-7-azaspiro[4.4]non-7-yl)cyclohexanol), O1CCOC12CN(CC2)[C@@H]2[C@H](CCCC2)OCC2=C(C=CC=C2Cl)Cl ((1S,2S)-2-[1,4-Dioxa-7-azaspiro[4.4]non-7-yl]-1-[(2,6-dichlorophenyl)methoxy]cyclohexane), [H-].[Na+] (sodium hydride), oil, ClC1=C(CBr)C(=CC=C1)Cl (2,6-dichlorobenzyl bromide). Solvent: COCCOC (ethylene glycol dimethyl ether), COCCOC (ethyleneglycol dimethyl ether), COCCOC (ethylene glycol dimethyl ether). Conditions: time 2 hour. Yields the product Cl.O=C1CN(CC1)[C@@H]1[C@H](CCCC1)OCC1=C(C=CC=C1Cl)Cl ((1S,2S)-2-(3-Ketopyrrolidinyl)-1-[(2,6-Dichlorophenyl)Methoxy]Cyclohexane Monohydrochloride). As a reaction SMILES: O1[C:5]2([CH2:9][CH2:8][N:7]([C@H:10]3[CH2:15][CH2:14][CH2:13][CH2:12][C@@H:11]3[O:16][CH2:17][C:18]3[C:23]([Cl:24])=[CH:22][CH:21]=[CH:20][C:19]=3[Cl:25])[CH2:6]2)[O:4]CC1.[H-].[Na+].O1C2(CCN([C@H]3CCCC[C@@H]3O)C2)OCC1.ClC1C=CC=C(Cl)C=1CBr>COCCOC>[ClH:24].[O:4]=[C:5]1[CH2:9][CH2:8][N:7]([C@H:10]2[CH2:15][CH2:14][CH2:13][CH2:12][C@@H:11]2[O:16][CH2:17][C:18]2[C:23]([Cl:24])=[CH:22][CH:21]=[CH:20][C:19]=2[Cl:25])[CH2:6]1 |f:1.2,6.7|. Procedure: (1R,2R)/(1S,2S)-2-[1,4-Dioxa-7-azaspiro[4.4]non-7-yl]-1-[(2,6-dichlorophenyl)methoxy]cyclohexane: To a suspension of sodium hydride, 80% oil dispersion (222 mg, 7.25 mmol) in ethyleneglycol dimethyl ether (20 mL) was added a solution of (1R,2R)/(1S,2S)-2-(1,4-dioxa-7-azaspiro[4.4]non-7-yl)cyclohexanol (1.5 g, 6.60 mmol, step (v) of Example 15) in ethylene glycol dimethyl ether (10 mL). The resulting mixture was stirred at room temperature for 2 hours and then a solution of 2,6-dichlorobenzyl bro... Reactants: COC1=C(C=CC=C1OC1=C(C=CC=C1)Cl)C=CC(=O)O (3-[2-methoxy-3-(2-chlorophenoxy)phenyl]acrylic acid), [H][H] (hydrogen). Reagents/catalysts: [Pd] (Palladium on carbon). Run in O1CCOCC1 (dioxan). The product is COC1=C(C=CC=C1OC1=C(C=CC=C1)Cl)CCC(=O)O (3-[2-methoxy-3-(2-chlorophenoxy)phenyl]propionic acid). Yield: 99.3%. RXN SMILES: [CH3:1][O:2][C:3]1[C:8]([O:9][C:10]2[CH:15]=[CH:14][CH:13]=[CH:12][C:11]=2[Cl:16])=[CH:7][CH:6]=[CH:5][C:4]=1[CH:17]=[CH:18][C:19]([OH:21])=[O:20].[H][H]>[Pd].O1CCOCC1>[CH3:1][O:2][C:3]1[C:8]([O:9][C:10]2[CH:15]=[CH:14][CH:13]=[CH:12][C:11]=2[Cl:16])=[CH:7][CH:6]=[CH:5][C:4]=1[CH2:17][CH2:18][C:19]([OH:21])=[O:20]. Procedure: Palladium on carbon (500 mg) was added to a solution of 3-[2-methoxy-3-(2-chlorophenoxy)phenyl]acrylic acid (5.0 g) in dioxan (80 ml), and hydrogen gas (400 ml) was introduced into the mixture. After filtration, the filtrate was evaporated to give oily 3-[2-methoxy-3-(2-chlorophenoxy)phenyl]propionic acid (5.0 g).